Dataset: the Open Reaction Database (ORD), a public repository of structured organic reaction records. Task: describe an organic reaction: reactants, conditions, products, and yield Reactants: C1(CCCCC1)S(=O)(=O)Cl (cyclohexanesulphonyl chloride), ice water, CNCCC1=CC=NC=C1 (N-Methyl-2-(4-pyridyl)ethylamine), [H-].[Na+] (sodium hydride). The reagents and catalysts are C(C)O (ethanol). Run in CN(C=O)C (N,N-dimethylformamide). Reaction conditions: time 18 hour. The product is CN(S(=O)(=O)C1CCCCC1)CCC1=CC=NC=C1 (N-methyl-N-(2-[4-pyridyl]ethyl)cyclohexanesulphonamide). The yield is 83.6%. Reaction SMILES: [CH3:1][NH:2][CH2:3][CH2:4][C:5]1[CH:10]=[CH:9][N:8]=[CH:7][CH:6]=1.[H-].[Na+].[CH:13]1([S:19](Cl)(=[O:21])=[O:20])[CH2:18][CH2:17][CH2:16][CH2:15][CH2:14]1>CN(C)C=O.C(O)C>[CH3:1][N:2]([CH2:3][CH2:4][C:5]1[CH:10]=[CH:9][N:8]=[CH:7][CH:6]=1)[S:19]([CH:13]1[CH2:18][CH2:17][CH2:16][CH2:15][CH2:14]1)(=[O:21])=[O:20] |f:1.2|. Procedure: N-Methyl-2-(4-pyridyl)ethylamine (5 g) was added dropwise over 15 minutes to a stirred suspension of sodium hydride (1.77 g, 50% dispersion in oil) in dry N,N-dimethylformamide (80 ml) (DMF) containing absolute ethanol (2 drops) under dry nitrogen at room temperature. Upon gentle warming to 50° for 1 hour the coloured anion was generated. After cooling to 0°, cyclohexanesulphonyl chloride (6.71 g) was added dropwise over 45 minutes then the stirred mixture allowed to attain room temperature over...